From a dataset of the Open Reaction Database (ORD), a public repository of structured organic reaction records. describe an organic reaction: reactants, conditions, products, and yield The reactants are CHO-K1, C(CC(=O)N[C@@H](CS)C(=O)NCC(=O)O)[C@@H](C(=O)O)N (GSH), CCCCC[C@@H](/C=C/[C@H]1[C@H]2C[C@@H]([C@@H]1C/C=C\CCCC(=O)O)OO2)O (PGH2), CS(=O)C (DMSO), C(CN(CC(=O)O)CC(=O)O)N(CC(=O)O)CC(=O)O (EDTA). Solvent: C(C)(C)O (isopropanol). Conditions: time 30 second. Product: CCCCC[C@@H](/C=C/[C@H]1[C@@H](CC(=O)[C@@H]1C/C=C\CCCC(=O)O)O)O (Prostaglandin E). Reaction SMILES: CS(C)=O.C(N(CC(O)=O)CC(O)=O)CN(CC(O)=O)CC(O)=O.C([C@H](N)C(O)=O)CC(N[C@H](C(NCC(O)=O)=O)CS)=O.[CH3:45][CH2:46][CH2:47][CH2:48][CH2:49][C@H:50]([OH:69])/[CH:51]=[CH:52]/[C@@H:53]1[C@@H:57]([CH2:58]/[CH:59]=[CH:60]\[CH2:61][CH2:62][CH2:63][C:64]([OH:66])=[O:65])[C@H:56]2[O:67][O:68][C@@H:54]1[CH2:55]2>C(O)(C)C>[CH3:45][CH2:46][CH2:47][CH2:48][CH2:49][C@H:50]([OH:69])/[CH:51]=[CH:52]/[C@@H:53]1[C@@H:57]([CH2:58]/[CH:59]=[CH:60]\[CH2:61][CH2:62][CH2:63][C:64]([OH:66])=[O:65])[C:56](=[O:67])[CH2:55][C@H:54]1[OH:68]. Procedure: Prostaglandin E synthase microsomal fractions are prepared from CHO-K1 cells transiently transfected with plasmid encoding the human mPGES-1 cDNA. Microsomes are then prepared and the PGES assay begins with the incubation of 5 μg/ml microsomal PGES-1 with compound or DMSO (final 1%) for 20-30 minutes at room temperature. The enzyme reactions are performed in 200 mM KPi pH 7.0, 2 mM EDTA and 2.5 mM GSH-reduced form. The enzymatic reaction is then initiated by the addition of 1 μM final PGH2 subst... Procedure details: A solution of 800 mg (2.03 mmol) of 6-formyl-7-isopropyl-2,2-dimethyl-4-oxo-3,4-dihydro-2H-chromen-5-yl trifluoromethanesulfonate (Example 19A), 369 mg (2.64 mmol) of 4-fluorophenyl-boronic acid, 164 mg (142 μmol) of tetrakis(triphenylphosphine)palladium and 731 mg (3.45 mmol) of potassium carbonate and 10 ml of degassed dioxane is stirred at 100° C. overnight. After cooling to room temperature, ammonium chloride solution is added and the mixture is extracted twice with ethyl acetate. After dryi... Starting materials: [Cl-].[NH4+] (ammonium chloride), FC(S(=O)(=O)OC1=C2C(CC(OC2=CC(=C1C=O)C(C)C)(C)C)=O)(F)F (6-Formyl-7-isopropyl-2,2-dimethyl-4-oxo-3,4-dihydro-2H-chromen-5-yl trifluoromethanesulfonate), FC1=CC=C(C=C1)B(O)O (4-fluorophenyl-boronic acid), C([O-])([O-])=O.[K+].[K+] (potassium carbonate). Product: FC1=CC=C(C=C1)C1=C2C(CC(OC2=CC(=C1C=O)C(C)C)(C)C)=O (5-(4-Fluorophenyl)-7-isopropyl-2,2-dimethyl-4-oxochroman-6-carbaldehyde). The solvent is O1CCOCC1 (dioxane). Reagents/catalysts: C=1C=CC(=CC1)[P](C=2C=CC=CC2)(C=3C=CC=CC3)[Pd]([P](C=4C=CC=CC4)(C=5C=CC=CC5)C=6C=CC=CC6)([P](C=7C=CC=CC7)(C=8C=CC=CC8)C=9C=CC=CC9)[P](C=1C=CC=CC1)(C=1C=CC=CC1)C=1C=CC=CC1 (tetrakis(triphenylphosphine)palladium). RXN SMILES: FC(F)(F)S(O[C:7]1[C:16]([CH:17]=[O:18])=[C:15]([CH:19]([CH3:21])[CH3:20])[CH:14]=[C:13]2[C:8]=1[C:9](=[O:24])[CH2:10][C:11]([CH3:23])([CH3:22])[O:12]2)(=O)=O.[F:27][C:28]1[CH:33]=[CH:32][C:31](B(O)O)=[CH:30][CH:29]=1.C(=O)([O-])[O-].[K+].[K+].[Cl-].[NH4+]>C1C=CC([P]([Pd]([P](C2C=CC=CC=2)(C2C=CC=CC=2)C2C=CC=CC=2)([P](C2C=CC=CC=2)(C2C=CC=CC=2)C2C=CC=CC=2)[P](C2C=CC=CC=2)(C2C=CC=CC=2)C2C=CC=CC=2)(C2C=CC=CC=2)C2C=CC=CC=2)=CC=1.O1CCOCC1>[F:27][C:28]1[CH:33]=[CH:32][C:31]([C:7]2[C:16]([CH:17]=[O:18])=[C:15]([CH:19]([CH3:20])[CH3:21])[CH:14]=[C:13]3[C:8]=2[C:9](=[O:24])[CH2:10][C:11]([CH3:22])([CH3:23])[O:12]3)=[CH:30][CH:29]=1 |f:2.3.4,5.6,^1:48,50,69,88|. The reactants are CCO, O=Cc1ccccc1, Nn1nnnc1S. Yields the product Sc1nnnn1N=Cc1ccccc1. RXN SMILES: [CH3:16][CH2:17][OH:18].[CH:8](=[O:9])[c:10]1[cH:11][cH:12][cH:13][cH:14][cH:15]1.[NH2:1][n:2]1[n:3][n:4][n:5][c:6]1[SH:7]>>[N:1]([n:2]1[n:3][n:4][n:5][c:6]1[SH:7])=[CH:8][c:10]1[cH:11][cH:12][cH:13][cH:14][cH:15]1. Yields the product ClC1=C(C(=O)OC)C=CC(=C1)C1=NOC(=N1)C1=CC(=C(C=C1)C1=C(C=CC=C1)C)COC (Methyl 2-chloro-4-{5-[2-(methoxymethyl)-2′-methylbiphenyl-4-yl]-1,2,4-oxadiazol-3-yl}benzoate), ClC1=C(C(=O)O)C=CC(=C1)C1=NOC(=N1)C1=CC(=C(C=C1)C1=C(C=CC=C1)C)COC (2-chloro-4-{5-[2-(methoxymethyl)-2′-methylbiphenyl-4-yl]-1,2,4-oxadiazol-3-yl}benzoic acid). As a reaction SMILES: [CH3:1][O:2][CH2:3][C:4]1[CH:9]=[C:8]([C:10]([OH:12])=O)[CH:7]=[CH:6][C:5]=1[C:13]1[CH:18]=[CH:17][CH:16]=[CH:15][C:14]=1[CH3:19].[NH2:20][C:21](=[N:33][OH:34])[C:22]1[CH:31]=[CH:30][C:25]([C:26]([O:28][CH3:29])=[O:27])=[C:24]([Cl:32])[CH:23]=1>>[Cl:32][C:24]1[CH:23]=[C:22]([C:21]2[N:20]=[C:10]([C:8]3[CH:7]=[CH:6][C:5]([C:13]4[CH:18]=[CH:17][CH:16]=[CH:15][C:14]=4[CH3:19])=[C:4]([CH2:3][O:2][CH3:1])[CH:9]=3)[O:12][N:33]=2)[CH:31]=[CH:30][C:25]=1[C:26]([O:28][CH3:29])=[O:27].[Cl:32][C:24]1[CH:23]=[C:22]([C:21]2[N:20]=[C:10]([C:8]3[CH:7]=[CH:6][C:5]([C:13]4[CH:18]=[CH:17][CH:16]=[CH:15][C:14]=4[CH3:19])=[C:4]([CH2:3][O:2][CH3:1])[CH:9]=3)[O:34][N:33]=2)[CH:31]=[CH:30][C:25]=1[C:26]([OH:28])=[O:27]. Starting materials: COCC1=C(C=CC(=C1)C(=O)O)C1=C(C=CC=C1)C (2-(methoxymethyl)-2′-methyl biphenyl-4-carboxylic acid), NC(C1=CC(=C(C(=O)OC)C=C1)Cl)=NO (methyl 4-[amino(hydroxyimino)methyl]-2-chlorobenzoate). Procedure details: Methyl 2-chloro-4-{5-[2-(methoxymethyl)-2′-methylbiphenyl-4-yl]-1,2,4-oxadiazol-3-yl}benzoate was prepared following the general procedure 7 starting from Intermediate 3 and Intermediate 34. It was then hydrolysed following procedure 9, affording the title compound as a white powder. 1H NMR (DMSO-d6, 300 MHz) δ 13.77 (br s, 1H), 8.34 (d, J=1.5 Hz, 1H), 8.20-8.15 (m, 3H), 8.02 (d, J=7.9 Hz, 1H), 7.43 (d, J=7.9 Hz, 1H), 7.37-7.27 (m, 3H), 7.15 (d, J=7.2 Hz, 1H), 4.25-4.14 (m, 2H), 3.25 (s, 3H), 2.... Starting materials: CC1SC(C(=O)O)Cc2cc3c(cc2C1=O)OCO3, CCN=C=NCCCN(C)C, ClC(Cl)Cl, Cl, Nc1ccc(CN2C(=O)CNC2=O)cc1, CN(C)C=O. Product: CC1SC(C(=O)Nc2ccc(CN3C(=O)CNC3=O)cc2)Cc2cc3c(cc2C1=O)OCO3. Reaction SMILES: [CH2:1]1[O:2][c:3]2[cH:4][c:5]3[c:6]([cH:17][c:18]2[O:19]1)[CH2:7][CH:8]([C:14](=[O:15])[OH:16])[S:9][CH:10]([CH3:13])[C:11]3=[O:12].[CH2:36]([N:37]=[C:38]=[N:39][CH2:40][CH2:41][CH2:42][N:43]([CH3:44])[CH3:45])[CH3:46].[CH:52]([Cl:53])([Cl:54])[Cl:55].[ClH:35].[NH2:20][c:21]1[cH:22][cH:23][c:24]([CH2:25][N:26]2[C:27](=[O:32])[NH:28][CH2:29][C:30]2=[O:31])[cH:33][cH:34]1.[O:47]=[CH:48][N:49]([CH3:50])[CH3:51]>>[CH2:1]1[O:2][c:3]2[cH:4][c:5]3[c:6]([cH:17][c:18]2[O:19]1)[CH2:7][CH:8]([C:14](=[O:16])[NH:20][c:21]1[cH:22][cH:23][c:24]([CH2:25][N:26]2[C:27](=[O:32])[NH:28][CH2:29][C:30]2=[O:31])[cH:33][cH:34]1)[S:9][CH:10]([CH3:13])[C:11]3=[O:12].